Dataset: the Open Reaction Database (ORD), a public repository of structured organic reaction records. Task: describe an organic reaction: reactants, conditions, products, and yield The reactants are [H-].[Na+] (Sodium hydride), C(C)(C)(C)OC(=O)N1C(OC[C@@H]1CC(CC=C)O)(C)C ((S)-4-(2-Hydroxy-pent-4-enyl)-2,2-dimethyl-oxazolidine-3-carboxylic acid tert-butyl ester), C(C=C)Br (allylbromide). The solvent is O1CCCC1 (tetrahydrofuran). Run at temperature 0 celsius, time 5 minute. Yields the product C(C)(C)(C)OC(=O)N1C(OC[C@@H]1CC(CC=C)OCC=C)(C)C ((S)-4-(2-allyloxy-pent-4-enyl)-2,2-dimethyl-oxazolidine-3-carboxylic acid t-butyl ester). Isolated yield 48.0%. RXN SMILES: [C:1]([O:5][C:6]([N:8]1[C@@H:12]([CH2:13][CH:14]([OH:18])[CH2:15][CH:16]=[CH2:17])[CH2:11][O:10][C:9]1([CH3:20])[CH3:19])=[O:7])([CH3:4])([CH3:3])[CH3:2].[H-].[Na+].[CH2:23](Br)[CH:24]=[CH2:25]>O1CCCC1>[C:1]([O:5][C:6]([N:8]1[C@@H:12]([CH2:13][CH:14]([O:18][CH2:25][CH:24]=[CH2:23])[CH2:15][CH:16]=[CH2:17])[CH2:11][O:10][C:9]1([CH3:20])[CH3:19])=[O:7])([CH3:4])([CH3:3])[CH3:2] |f:1.2|. Procedure: (S)-4-(2-Hydroxy-pent-4-enyl)-2,2-dimethyl-oxazolidine-3-carboxylic acid tert-butyl ester (2.54 g, 8.91 mmol) was dissolved in dry tetrahydrofuran (60 mL). Sodium hydride (60% suspension in mineral oil, 360 mg) was added. The mixture was stirred at 0° C. for 5 min. Then allylbromide (1.60 mL) was added. The mixture was stirred at room temperature for 18 h. Solvents were evaporated and the residue was extracted with diethyl ether and citric acid solution. The organic layer was washed with saturat... Starting materials: [BH4-], CO, Cc1c(C(=O)C2CCCCC2)oc2c(F)cc(F)cc12, [Na+], C1CCOC1. The product is Cc1c(C(O)C2CCCCC2)oc2c(F)cc(F)cc12. Reaction SMILES: [BH4-:21].[CH3:28][OH:29].[CH:1]1([C:7](=[O:8])[c:9]2[o:10][c:11]3[c:12]([c:13]2[CH3:14])[cH:15][c:16]([F:20])[cH:17][c:18]3[F:19])[CH2:2][CH2:3][CH2:4][CH2:5][CH2:6]1.[Na+:22].[O:23]1[CH2:24][CH2:25][CH2:26][CH2:27]1>>[CH:1]1([CH:7]([OH:8])[c:9]2[o:10][c:11]3[c:12]([c:13]2[CH3:14])[cH:15][c:16]([F:20])[cH:17][c:18]3[F:19])[CH2:2][CH2:3][CH2:4][CH2:5][CH2:6]1. Starting materials: CN1C(N(C(C=2C1=CN(C2C=2C=C(C#N)C=CC2)COCC[Si](C)(C)C)=O)C)=O (3-(1,3-dimethyl-2,4-dioxo-6-((2-(trimethylsilyl)ethoxy)methyl)-2,3,4,6-tetrahydro-1H-pyrrolo[3,4-d]pyrimidin-5-yl)benzonitrile), CN1C(N(C(C=2C1=CN(C2B(O)O)COCC[Si](C)(C)C)=O)C)=O (1,3-dimethyl-2,4-dioxo-6-((2-(trimethylsilyl)ethoxy)methyl)-2,3,4,6-tetrahydro-1H-pyrrolo[3,4-d]pyrimidin-5-ylboronic acid), BrC=1SC=C(N1)C(=O)OCC (ethyl 2-bromothiazole-4-carboxylate). Yields the product CN1C(N(C(C=2C1=CN(C2C=2SC=C(N2)C(=O)OCC)COCC[Si](C)(C)C)=O)C)=O (Ethyl 2-(1,3-dimethyl-2,4-dioxo-6-((2-(trimethylsilyl)ethoxy)methyl)-2,3,4,6-tetrahydro-1H-pyrrolo[3,4-d]pyrimidin-5-yl)thiazole-4-carboxylate). As a reaction SMILES: [CH3:1][N:2]1[C:7]2=[CH:8][N:9]([CH2:19][O:20][CH2:21][CH2:22][Si:23]([CH3:26])([CH3:25])[CH3:24])[C:10]([C:11]3C=C(C=CC=3)C#N)=[C:6]2[C:5](=[O:27])[N:4]([CH3:28])[C:3]1=[O:29].CN1C2=CN(COCC[Si](C)(C)C)C(B(O)O)=C2C(=O)N(C)C1=O.BrC1[S:56][CH:57]=[C:58]([C:60]([O:62][CH2:63][CH3:64])=[O:61])[N:59]=1>>[CH3:1][N:2]1[C:7]2=[CH:8][N:9]([CH2:19][O:20][CH2:21][CH2:22][Si:23]([CH3:24])([CH3:25])[CH3:26])[C:10]([C:11]3[S:56][CH:57]=[C:58]([C:60]([O:62][CH2:63][CH3:64])=[O:61])[N:59]=3)=[C:6]2[C:5](=[O:27])[N:4]([CH3:28])[C:3]1=[O:29]. Reported procedure: The title compound was prepared analogously to 3-(1,3-dimethyl-2,4-dioxo-6-((2-(trimethylsilyl)ethoxy)methyl)-2,3,4,6-tetrahydro-1H-pyrrolo[3,4-d]pyrimidin-5-yl)benzonitrile (Intermediate Ga, step 3) from 1,3-dimethyl-2,4-dioxo-6-((2-(trimethylsilyl)ethoxy)methyl)-2,3,4,6-tetrahydro-1H-pyrrolo[3,4-d]pyrimidin-5-ylboronic acid (Intermediate Ga Step 2) and commercially available ethyl 2-bromothiazole-4-carboxylate. The reactants are CN1N=C(C2=C(C1=O)C(=CS2)C(=O)OC)C2=CC=NC=C2 (methyl 5-methyl-4-oxo-7-(pyridin-4-yl)thieno[2,3-d]pyridazine-3-carboxylate). Solvent: CCO (EtOH), [OH-].[Na+] (NaOH). Yields the product CN1N=C(C2=C(C1=O)C(=CS2)C(=O)O)C2=CC=NC=C2 (5-methyl-4-oxo-7-(pyridin-4-yl)thieno[2,3-d]pyridazine-3-carboxylic acid). As a reaction SMILES: [CH3:1][N:2]1[C:7](=[O:8])[C:6]2[C:9]([C:12]([O:14]C)=[O:13])=[CH:10][S:11][C:5]=2[C:4]([C:16]2[CH:21]=[CH:20][N:19]=[CH:18][CH:17]=2)=[N:3]1>CCO.[OH-].[Na+]>[CH3:1][N:2]1[C:7](=[O:8])[C:6]2[C:9]([C:12]([OH:14])=[O:13])=[CH:10][S:11][C:5]=2[C:4]([C:16]2[CH:21]=[CH:20][N:19]=[CH:18][CH:17]=2)=[N:3]1 |f:2.3|. Procedure: The mixture of methyl 5-methyl-4-oxo-7-(pyridin-4-yl)thieno[2,3-d]pyridazine-3-carboxylate (1.70 g, 5.9 mmol) in EtOH (20 mL) and aq. NaOH solution (8%) was heated to reflux for 2 h. After completion of the reaction, the reaction mixture was concentrated in vacuum and the aqueous phase was washed with ether (50 mL). The aqueous layer was neutralized with aq. HCl (5%) to pH 6˜7 and filtered. The residual was recrystallized from EtOH to give the title compound as a yellow solid. The reactants are [Li]CCCC, C=Cn1ccnc1, CC(C)NC(C)C, CCOC=O, [Cl-], [NH4+], C1CCOC1. Yields the product C=Cn1ccnc1C=O. Reaction SMILES: [CH2:8]([Li:9])[CH2:10][CH2:11][CH3:12].[CH:13](=[CH2:14])[n:15]1[cH:16][n:17][cH:18][cH:19]1.[CH:1]([NH:2][CH:3]([CH3:4])[CH3:5])([CH3:6])[CH3:7].[CH:20](=[O:21])[O:22][CH2:23][CH3:24].[Cl-:25].[NH4+:26].[O:27]1[CH2:28][CH2:29][CH2:30][CH2:31]1>>[CH:13](=[CH2:14])[n:15]1[c:16]([CH:20]=[O:21])[n:17][cH:18][cH:19]1. The reactants are C([C@@H]1[C@H]([C@@H]([C@H]([C@H](O1)O[C@]2([C@H]([C@@H]([C@H](O2)CO)O)O)CO)O)O)O)O (sucrose), 2,2,6-trimethyl-4H-1,3-dioxan-4-one, 2,2,6-trimethyl-4H-1,3-dioxan-4-one, CC(=O)C (acetone). Yields the product C([C@@H]1[C@H]([C@@H]([C@H]([C@H](O1)O[C@]2([C@H]([C@@H]([C@H](O2)CO)O)O)CO)O)O)O)O (Sucrose), glycerin acetoacetates, C(CC(=O)C)(=O)OC(C)(C)C (t-butyl acetoacetate). As a reaction SMILES: [CH2:1]([OH:23])[C@H:2]1[O:7][C@H:6]([O:8][C@:9]2([CH2:18][OH:19])[O:13][C@H:12]([CH2:14][OH:15])[C@@H:11]([OH:16])[C@@H:10]2[OH:17])[C@H:5]([OH:20])[C@@H:4]([OH:21])[C@@H:3]1[OH:22].[CH3:24]C(C)=O>>[CH2:1]([OH:23])[C@H:2]1[O:7][C@H:6]([O:8][C@:9]2([CH2:18][OH:19])[O:13][C@H:12]([CH2:14][OH:15])[C@@H:11]([OH:16])[C@@H:10]2[OH:17])[C@H:5]([OH:20])[C@@H:4]([OH:21])[C@@H:3]1[OH:22].[C:6]([O:8][C:9]([CH3:10])([CH3:18])[CH3:24])(=[O:7])[CH2:5][C:4]([CH3:3])=[O:21]. Reported procedure: Sucrose and glycerin acetoacetates were prepared using 2,2,6-trimethyl-4H-1,3-dioxan-4-one (structure below) as a starting material. A 2 L flask equipped with a Dean-Stark trap, reflux condenser and thermometer, was charged with 100.3 g of sucrose and 335 g of 2,2,6-trimethyl-4H-1,3-dioxan-4-one (TDO). The reaction mixture was brought to 96° C. at which point the evolution of acetone commenced. Acetone was collected over the next 1.5 hours until distillation stopped. The quantity of acetone coll... Starting materials: O1C=C(C=C1)C(=O)OC (methyl furan-3-carboxylate), N=1ON=C2C1C=CC=C2C=O (2,1,3-benzoxadiazole-4-aldehyde), NC1=NNC=C1 (3-aminopyrazole). The product is N=1ON=C2C1C=CC=C2C2C=1C(NC(=C2C#N)C=2OC=CC2)=NNC1 (4-(2,1,3-Benzoxadiazol-4-yl)-5-cyano-6-(furan-2-yl)-4,7-dihydro-2H-pyrazolo[3,4-b]pyridine). As a reaction SMILES: [O:1]1[CH:5]=[CH:4][C:3](C(OC)=O)=[CH:2]1.[N:10]1[O:11][N:12]=[C:13]2[C:18]([CH:19]=O)=[CH:17][CH:16]=[CH:15][C:14]=12.[NH2:21][C:22]1[CH:26]=[CH:25][NH:24][N:23]=1>>[N:10]1[O:11][N:12]=[C:13]2[C:18]([CH:19]3[C:13]([C:14]#[N:10])=[C:18]([C:2]4[O:1][CH:5]=[CH:4][CH:3]=4)[NH:21][C:22]4=[N:23][NH:24][CH:25]=[C:26]34)=[CH:17][CH:16]=[CH:15][C:14]=12. Procedure details: The title compound was prepared from methyl furan-3-carboxylate, 2,1,3-benzoxadiazole-4-aldehyde and 3-aminopyrazole in the same manner as in Example 95. The reactants are CN1C([C@@](CC1)(CC#CC1=NC(=CC(=N1)C)C1=CC=C(C=C1)C(F)(F)F)NC(OC(C)(C)C)=O)=O (tert-butyl N-[(3S)-1-methyl-3-[3-[4-methyl-6-[4-(trifluoromethyl)phenyl]pyrimidin-2-yl]prop-2-ynyl]-2-oxo-pyrrolidin-3-yl]carbamate), S(O)(O)(=O)=O (sulphuric acid). Solvent: O1CCOCC1 (1,4-dioxane), C(C)#N (acetonitrile). Run at time 30 minute. Yields the product N[C@@]1(C(N(CC1)C)=O)CC#CC1=NC(=CC(=N1)C)C1=CC=C(C=C1)C(F)(F)F ((3S)-3-Amino-1-methyl-3-[3-[4-methyl-6-[4-(trifluoromethyl)phenyl]pyrimidin-2-yl]prop-2-ynyl]pyrrolidin-2-one). As a reaction SMILES: [CH3:1][N:2]1[CH2:6][CH2:5][C@@:4]([NH:27]C(=O)OC(C)(C)C)([CH2:7][C:8]#[C:9][C:10]2[N:15]=[C:14]([CH3:16])[CH:13]=[C:12]([C:17]3[CH:22]=[CH:21][C:20]([C:23]([F:26])([F:25])[F:24])=[CH:19][CH:18]=3)[N:11]=2)[C:3]1=[O:35].S(=O)(=O)(O)O>O1CCOCC1.C(#N)C>[NH2:27][C@@:4]1([CH2:7][C:8]#[C:9][C:10]2[N:15]=[C:14]([CH3:16])[CH:13]=[C:12]([C:17]3[CH:18]=[CH:19][C:20]([C:23]([F:26])([F:25])[F:24])=[CH:21][CH:22]=3)[N:11]=2)[CH2:5][CH2:6][N:2]([CH3:1])[C:3]1=[O:35]. Procedure: To a solution of tert-butyl N-[(3S)-1-methyl-3-[3-[4-methyl-6-[4-(trifluoromethyl)-phenyl]pyrimidin-2-yl]prop-2-ynyl]-2-oxo-pyrrolidin-3-yl]carbamate (which may be prepared as described in Description 13a) (99.5 g, 203.68 mmol) in 1,4-dioxane (750 mL) cooled with an ice/water bath to an internal temperature of 15° C. was added conc. sulphuric acid (75 mL, 1407 mmol) dropwise maintaining internal temperature below 20° C. over approximately 35 minutes. After complete addition, the reaction mixture... Reactants: BrC=1SC(=NN1)C1=CC=CC=C1 (2-Bromo-5-phenyl-1,3,4-thiadiazole), C(CCCCCCC)[Mg]Br (1-octylmagnesium bromide). Reagents/catalysts: C1(=CC=CC=C1)P(C(CCP(C1=CC=CC=C1)C1=CC=CC=C1)[Ni]Cl)C1=CC=CC=C1 (1,3-bis(diphenylphosphino)propylnickel(II) chloride). Run in C1CCOC1 (THF). Conditions: time 4 hour. Yields the product C(CCCCCCC)C=1SC(=NN1)C1=CC=CC=C1 (2-Octyl-5-phenyl-1,3,4-thiadiazole). As a reaction SMILES: Br[C:2]1[S:3][C:4]([C:7]2[CH:12]=[CH:11][CH:10]=[CH:9][CH:8]=2)=[N:5][N:6]=1.[CH2:13]([Mg]Br)[CH2:14][CH2:15][CH2:16][CH2:17][CH2:18][CH2:19][CH3:20]>C1COCC1.C1(P(C2C=CC=CC=2)C([Ni]Cl)CCP(C2C=CC=CC=2)C2C=CC=CC=2)C=CC=CC=1>[CH2:13]([C:2]1[S:3][C:4]([C:7]2[CH:12]=[CH:11][CH:10]=[CH:9][CH:8]=2)=[N:5][N:6]=1)[CH2:14][CH2:15][CH2:16][CH2:17][CH2:18][CH2:19][CH3:20]. Procedure: 2-Bromo-5-phenyl-1,3,4-thiadiazole (2.9 g, 12 mmol) is added to a 1-octylmagnesium bromide solution (4.6 g, 24 mmol) in THF (80 ml) under a protective-gas atmosphere, and 1,3-bis(diphenylphosphino)propylnickel(II) chloride (0.15 mmol), dissolved in . . . , is then added dropwise at -5° C. The mixture is subsequently stirred at this temperature for 4 hours. After acidification by means of hydrochloric acid (pH=2), the organic phase is separated off and evaporated. The crude product is recrystalli... The reactants are COC(=O)C1=C(SC2=C1N(C=C2)CC2=CC=C(C=C2)C(F)(F)F)C (2-Methyl-4-(4-trifluoromethyl-benzyl)-4H-thieno[3,2-b]pyrrole-3-carboxylic acid methyl ester), [Li+].[OH-] (LiOH), CO (MeOH), O (water). The solvent is C1CCOC1 (THF), CC(=O)O (AcOH). Conditions: time 5 hour. Yields the product CC1=C(C=2N(C=CC2S1)CC1=CC=C(C=C1)C(F)(F)F)C(=O)O (2-Methyl-4-(4-trifluoromethyl-benzyl)-4H-thieno[3,2-b]pyrrole-3-carboxylic acid). The yield is 89.3%. RXN SMILES: C[O:2][C:3]([C:5]1[C:9]2[N:10]([CH2:13][C:14]3[CH:19]=[CH:18][C:17]([C:20]([F:23])([F:22])[F:21])=[CH:16][CH:15]=3)[CH:11]=[CH:12][C:8]=2[S:7][C:6]=1[CH3:24])=[O:4].CO.O.[Li+].[OH-]>C1COCC1.CC(O)=O>[CH3:24][C:6]1[S:7][C:8]2[CH:12]=[CH:11][N:10]([CH2:13][C:14]3[CH:15]=[CH:16][C:17]([C:20]([F:23])([F:21])[F:22])=[CH:18][CH:19]=3)[C:9]=2[C:5]=1[C:3]([OH:4])=[O:2] |f:3.4|. Procedure: A mixture of 0.35 g of the product of Step 6 was dissolved in 15 ml THF, 10 ml of MeOH and 5 ml of water, followed by 5 ml of 1N aqueous LiOH solution. After stirring for 5 h at room temperature, 1 ml of AcOH was added and the mixture was extracted with 50 ml of EtOAc. The organic layer was washed with 25 ml of brine and dried over Na2SO4, filtered, and concentrated to give 0.30 g of the title compound as a white solid.